Task: describe an organic reaction: reactants, conditions, products, and yield. Dataset: the Open Reaction Database (ORD), a public repository of structured organic reaction records Run in C1CCOC1.O (THF H2O). Product: N1=CC=C(C=C1)CNC=1C(=C(C(=O)CC(C[C@H](N)C(=O)O)C)C=CC1)C1=CC=CC=C1 (5-[N-(4-Pyridinyl)methylamino-2-phenylbenzoyl]leucine). Procedure: The product of Example 389A (0.22 g, 0.51 mmoles) was dissolved in 10 mL THF/H2O (2:1), cooled to 0° C. and LiOH (0.04 g, 1.02 mmoles) added. The reaction was stirred at 0° C. for 1 h, followed by stirring at room temperature for 2 hours. The solvents were evaporated and the residue passed through a bed of silica gel and eluted with CH2Cl2:CH3OH (9:1) to afford the title compound (0.19 g, 90%) as a white solid. 1H NMR (300 MHz, DMSO-d6) 0.79 (t, 6H), 1.19 (m, 2H), 1.42 (m, 1H), 4.06 (m, 1H), 4.3... The reactants are COC([C@@H](N)CC(C)CC(C1=C(C(=CC=C1)NCC1=CC=NC=C1)C1=CC=CC=C1)=O)=O (5-[N-(4-Pyridinyl)methylamino-2-phenylbenzoyl]leucine Methyl Ester), [Li+].[OH-] (LiOH). Reaction conditions: temperature 0 celsius, time 1 hour. The yield is 89.2%. RXN SMILES: C[O:2][C:3](=[O:32])[C@H:4]([CH2:6][CH:7]([CH2:9][C:10](=[O:31])[C:11]1[CH:16]=[CH:15][CH:14]=[C:13]([NH:17][CH2:18][C:19]2[CH:24]=[CH:23][N:22]=[CH:21][CH:20]=2)[C:12]=1[C:25]1[CH:30]=[CH:29][CH:28]=[CH:27][CH:26]=1)[CH3:8])[NH2:5].[Li+].[OH-]>C1COCC1.O>[N:22]1[CH:23]=[CH:24][C:19]([CH2:18][NH:17][C:13]2[C:12]([C:25]3[CH:26]=[CH:27][CH:28]=[CH:29][CH:30]=3)=[C:11]([CH:16]=[CH:15][CH:14]=2)[C:10]([CH2:9][CH:7]([CH3:8])[CH2:6][C@@H:4]([C:3]([OH:32])=[O:2])[NH2:5])=[O:31])=[CH:20][CH:21]=1 |f:1.2,3.4|. Starting materials: COC(=O)C=1N(CC=2C=CC=NC2C1OC)C (8-methoxy-6-methyl-[1,6]naphthyridine-7-carboxylic acid methyl ester), ClC=1C=C(CN)C=C(C1)Cl (3,5-dichlorobenzylamine), [Cl-].[Al+3].[Cl-].[Cl-] (aluminum chloride), C(=O)(O)[O-].[Na+] (NaHCO3), C(CN(CC(=O)O)CC(=O)O)N(CC(=O)O)CC(=O)O (ethylenediaminetetraacetic acid). Solvent: C1(=CC=CC=C1)C (toluene). Yields the product ClC=1C=C(CNC(=O)C=2N(CC=3C=CC=NC3C2O)C)C=C(C1)Cl (8-hydroxy-6-methyl-[1,6]naphthyridine-7-carboxylic acid 3,5-dichloro-benzylamide). As a reaction SMILES: CO[C:3]([C:5]1[N:6]([CH3:17])[CH2:7][C:8]2[CH:9]=[CH:10][CH:11]=[N:12][C:13]=2[C:14]=1[O:15]C)=[O:4].[Cl:18][C:19]1[CH:20]=[C:21]([CH:24]=[C:25]([Cl:27])[CH:26]=1)[CH2:22][NH2:23].[Cl-].[Al+3].[Cl-].[Cl-].C([O-])(O)=O.[Na+].C(N(CC(O)=O)CC(O)=O)CN(CC(O)=O)CC(O)=O>C1(C)C=CC=CC=1>[Cl:18][C:19]1[CH:20]=[C:21]([CH:24]=[C:25]([Cl:27])[CH:26]=1)[CH2:22][NH:23][C:3]([C:5]1[N:6]([CH3:17])[CH2:7][C:8]2[CH:9]=[CH:10][CH:11]=[N:12][C:13]=2[C:14]=1[OH:15])=[O:4] |f:2.3.4.5,6.7|. Reported procedure: A mixture of 124G (150 mg, 0.64 mmol), 3,5-dichlorobenzylamine (153 mg, 0.87 mmol) and aluminum chloride (27 mg, 0.20 mmol) in toluene (8 mL) was refluxed for 4 h under nitrogen. After cooling to room temperature, the reaction mixture was treated with aqueous saturated NaHCO3 solution and ethylenediaminetetraacetic acid (1 g, 3.4 mmol) to pH 7. The mixture was extracted with chloroform four times. The combined organic phases were dried over Na2SO4 and concentrated. The residue was purified by pr... Starting materials: CO, COC(=O)c1cc([N+](=O)[O-])cc(C(F)(F)F)c1, [Pd]. The product is COC(=O)c1cc(N)cc(C(F)(F)F)c1. As a reaction SMILES: [CH3:18][OH:19].[N+:1]([O-:2])(=[O:3])[c:4]1[cH:5][c:6]([C:7](=[O:8])[O:9][CH3:10])[cH:11][c:12]([C:14]([F:15])([F:16])[F:17])[cH:13]1.[Pd:20]>>[NH2:1][c:4]1[cH:5][c:6]([C:7](=[O:8])[O:9][CH3:10])[cH:11][c:12]([C:14]([F:15])([F:16])[F:17])[cH:13]1. Reaction SMILES: [C:1](#[N:2])[c:3]1[cH:4][c:5]([N:9]2[CH:10]3[CH2:11][N:12]([C:16](=[O:17])[O:18][C:19]([CH3:20])([CH3:21])[CH3:22])[CH:13]([CH2:14]2)[CH2:15]3)[cH:6][n:7][cH:8]1.[CH3:27][CH2:28][OH:29].[Na+:26].[OH-:25].[OH:23][OH:24]>>[C:1]([NH2:2])([c:3]1[cH:4][c:5]([N:9]2[CH:10]3[CH2:11][N:12]([C:16](=[O:17])[O:18][C:19]([CH3:20])([CH3:21])[CH3:22])[CH:13]([CH2:14]2)[CH2:15]3)[cH:6][n:7][cH:8]1)=[O:23]. Yields the product CC(C)(C)OC(=O)N1CC2CC1CN2c1cncc(C(N)=O)c1. Reactants: CC(C)(C)OC(=O)N1CC2CC1CN2c1cncc(C#N)c1, CCO, [Na+], [OH-], OO. The reactants are N1=CN=CC(=C1)\C=N\NC1=CC(=CC=C1)OC(F)(F)F (N-[1-pyrimidin-5-yl-meth-(E)-ylidene]-N′-(3-trifluoromethoxy-phenyl)-hydrazine), C(CC(=O)C)(=O)OCC (ethyl acetoacetate). Reagents/catalysts: [Cl-].[Zn+2].[Cl-] (zinc chloride). Reaction conditions: temperature 170 celsius, time 20 hour. Product: C(C)OC(=O)C=1C(=NN(C1C)C1=CC(=CC=C1)OC(F)(F)F)C=1C=NC=NC1 (5-Methyl-3-pyrimidin-5-yl-1-(3-trifluoromethoxy-phenyl)-1H-pyrazole-4-carboxylic acid ethyl ester). Yield: 30.0%. As a reaction SMILES: [N:1]1[CH:6]=[C:5](/[CH:7]=[N:8]/[NH:9][C:10]2[CH:15]=[CH:14][CH:13]=[C:12]([O:16][C:17]([F:20])([F:19])[F:18])[CH:11]=2)[CH:4]=[N:3][CH:2]=1.[C:21]([O:27][CH2:28][CH3:29])(=[O:26])[CH2:22][C:23]([CH3:25])=O>[Cl-].[Zn+2].[Cl-]>[CH2:28]([O:27][C:21]([C:22]1[C:7]([C:5]2[CH:6]=[N:1][CH:2]=[N:3][CH:4]=2)=[N:8][N:9]([C:10]2[CH:15]=[CH:14][CH:13]=[C:12]([O:16][C:17]([F:18])([F:19])[F:20])[CH:11]=2)[C:23]=1[CH3:25])=[O:26])[CH3:29] |f:2.3.4|. Procedure details: A mixture of N-[1-pyrimidin-5-yl-meth-(E)-ylidene]-N′-(3-trifluoromethoxy-phenyl)-hydrazine (215 mg, 0.76 mmol) and zinc chloride (208 mg, 1.52 mmol) in 2 ml ethyl acetoacetate was heated at 170° C. for 3 h and stirring was continued for 20 h at room temperature. Ethyl acetoacetate was distilled (Kugelrohr distillation, 90° C., 10-40 mbar) and the residue was purified by column chromatography (EtOAc:n-heptane 4:1) to afford the title compound as a yellow oil (89 mg, 30%). MS: 393.0 (MH+). The reactants are CC(Cn1ccc2cc(C#N)ccc21)NC(=O)OC(C)(C)C, CCOC(C)=O, Cl. Yields the product CC(N)Cn1ccc2cc(C#N)ccc21. Reaction SMILES: [C:1]([O:2][C:3](=[O:4])[NH:7][CH:8]([CH2:9][n:10]1[cH:11][cH:12][c:13]2[cH:14][c:15]([C:19]#[N:20])[cH:16][cH:17][c:18]12)[CH3:21])([CH3:5])([CH3:6])[CH3:22].[CH3:24][CH2:25][O:26][C:27](=[O:28])[CH3:29].[ClH:23]>>[NH2:7][CH:8]([CH2:9][n:10]1[cH:11][cH:12][c:13]2[cH:14][c:15]([C:19]#[N:20])[cH:16][cH:17][c:18]12)[CH3:21].